Dataset: the Open Reaction Database (ORD), a public repository of structured organic reaction records. Task: describe an organic reaction: reactants, conditions, products, and yield The reactants are CO, CC(C)N=C1SC(c2ccc([N+](=O)[O-])cc2)C(=O)N1Cc1ccccn1. Yields the product CC(C)N=C1SC(c2ccc(N)cc2)C(=O)N1Cc1ccccn1. RXN SMILES: [CH3:27][OH:28].[CH:1]([CH3:2])([CH3:3])[N:4]=[C:5]1[S:6][CH:7]([c:18]2[cH:19][cH:20][c:21]([N+:24]([O-:25])=[O:26])[cH:22][cH:23]2)[C:8](=[O:17])[N:9]1[CH2:10][c:11]1[n:12][cH:13][cH:14][cH:15][cH:16]1>>[CH:1]([CH3:2])([CH3:3])[N:4]=[C:5]1[S:6][CH:7]([c:18]2[cH:19][cH:20][c:21]([NH2:24])[cH:22][cH:23]2)[C:8](=[O:17])[N:9]1[CH2:10][c:11]1[n:12][cH:13][cH:14][cH:15][cH:16]1. Starting materials: ClC1=CC=C(C=C1)N1N=C(C=C1C1=CC(=CC=C1)F)C(=O)O (1-(4-Chlorophenyl)-5-(3-fluorophenyl)-1H-pyrazole-3-carboxylic acid), ClC=1C=C(C=CC1F)N1N=C(C=C1C1=CC(=CC(=C1)F)Cl)C(=O)N1CNC(C1)=O (1-{[1-(3-Chloro-4-fluorophenyl)-5-(3-chloro-5-fluorophenyl)-1H-pyrazol-3-yl]carbonyl}imidazolidin-4-one). Product: ClC1=CC=C(C=C1)N1N=C(C=C1C1=CC(=CC=C1)F)C(=O)N1CNC(C1)=O (1-{[1-(4-Chlorophenyl)-5-(3-fluorophenyl)-1H-pyrazol-3-yl]carbonyl}imidazolidin-4-one). As a reaction SMILES: [Cl:1][C:2]1[CH:7]=[CH:6][C:5]([N:8]2[C:12]([C:13]3[CH:18]=[CH:17][CH:16]=[C:15]([F:19])[CH:14]=3)=[CH:11][C:10]([C:20]([OH:22])=O)=[N:9]2)=[CH:4][CH:3]=1.ClC1C=C(N2C(C3C=C(F)C=C(Cl)C=3)=CC(C([N:46]3[CH2:50][C:49](=[O:51])[NH:48][CH2:47]3)=O)=N2)C=CC=1F>>[Cl:1][C:2]1[CH:3]=[CH:4][C:5]([N:8]2[C:12]([C:13]3[CH:18]=[CH:17][CH:16]=[C:15]([F:19])[CH:14]=3)=[CH:11][C:10]([C:20]([N:46]3[CH2:50][C:49](=[O:51])[NH:48][CH2:47]3)=[O:22])=[N:9]2)=[CH:6][CH:7]=1. Reported procedure: The preparation of the title compound takes place starting from the compound of Example 105A in analogy to the synthesis of the compound of Example 1. 15 mg (39% of theory) of the title compound are obtained. The reactants are FC(C(C(=O)Cl)=C)(F)F (α-trifluoromethylacryloyl chloride), CNC(=O)NC (1,3-dimethylurea), O (water). Solvent: CN(C)C=O (DMF). Conditions: time 1 hour. Yields the product CN1C(=O)N(C(=O)C(C1)C(F)(F)F)C (1,3-dimethyl-5-trifluoromethyl-5,6-dihydrouracil). Isolated yield 50.4%. As a reaction SMILES: [CH3:1][NH:2][C:3]([NH:5][CH3:6])=[O:4].[F:7][C:8]([F:15])([F:14])[C:9](=[CH2:13])[C:10](Cl)=[O:11].O>CN(C=O)C>[CH3:1][N:2]1[CH2:13][CH:9]([C:8]([F:15])([F:14])[F:7])[C:10](=[O:11])[N:5]([CH3:6])[C:3]1=[O:4]. Procedure: A solution of 1,3-dimethylurea (423 mg; 4.8 mmoles) in DMF (5 ml) was cooled to 0° C., and α-trifluoromethylacryloyl chloride (792 mg; 5.0 mmoles) was added dropwise. The mixture was stirred at room temperature for 1 hour. Then, water (20 ml) was added, and the mixture was extracted with methylene chloride (20 ml×1, 10 ml×2). The combined extracts were dried over anhhdrous magnesium sulfate, filtered, and concentrated under reduced pressure. The residue was purified by a column chromatography on... Starting materials: C1(CCCCC1)P(C1=C(C=CC=C1)C1=C(C=CC=C1OC)OC)C1CCCCC1 (2-dicyclohexylphosphino-2′,6′-dimethoxybiphenyl), P(=O)([O-])([O-])[O-].[K+].[K+].[K+] (potassium phosphate), C(C)C(CC)(C1=CC(=C(C=C1)B1OC(C(O1)(C)C)(C)C)C)C1=CC(=C(C=C1)/C=C/C(C(F)(F)F)(O)C(F)(F)F)C ((E)-4-(4-{1-ethyl-1-[3-methyl-4-(4,4,5,5-tetramethyl-[1,3,2]dioxaborolan-2-yl)-phenyl]-propyl}-2-methyl-phenyl)-1,1,1-trifluoro-2-trifluoromethyl-3-buten-2-ol), COC(CC=1C=NC=C(C1)Br)=O ((5-bromo-pyridin-3-yl)acetic acid methyl ester). Reagents/catalysts: C(C)(=O)[O-].[Pd+2].C(C)(=O)[O-] (palladium acetate). Run in O (water), C1(=CC=CC=C1)C (toluene), C1(=CC=CC=C1)C (toluene). Reaction conditions: temperature 100 celsius, time 1 hour. Product: COC(CC=1C=NC=C(C1)C1=C(C=C(C=C1)C(CC)(C1=CC(=C(C=C1)\C=C\C(C(F)(F)F)(C(F)(F)F)O)C)CC)C)=O ([5-(4-{1-ethyl-1-[3-methyl-4-((E)-4,4,4-trifluoro-3-hydroxy-3-trifluoromethyl-1-butenyl)-phenyl]-propyl}-2-methyl-phenyl)-pyridin-3-yl]-acetic Acid Methyl Ester). Isolated yield 17.9%. As a reaction SMILES: C1(P(C2CCCCC2)C2C=CC=CC=2C2C(OC)=CC=CC=2OC)CCCCC1.P([O-])([O-])([O-])=O.[K+].[K+].[K+].[CH3:38][O:39][C:40](=[O:49])[CH2:41][C:42]1[CH:43]=[N:44][CH:45]=[C:46](Br)[CH:47]=1.[CH2:50]([C:52]([C:71]1[CH:76]=[CH:75][C:74](/[CH:77]=[CH:78]/[C:79]([C:85]([F:88])([F:87])[F:86])([OH:84])[C:80]([F:83])([F:82])[F:81])=[C:73]([CH3:89])[CH:72]=1)([C:55]1[CH:60]=[CH:59][C:58](B2OC(C)(C)C(C)(C)O2)=[C:57]([CH3:70])[CH:56]=1)[CH2:53][CH3:54])[CH3:51]>O.C1(C)C=CC=CC=1.C([O-])(=O)C.[Pd+2].C([O-])(=O)C>[CH3:38][O:39][C:40](=[O:49])[CH2:41][C:42]1[CH:43]=[N:44][CH:45]=[C:46]([C:58]2[CH:59]=[CH:60][C:55]([C:52]([CH2:53][CH3:54])([C:71]3[CH:76]=[CH:75][C:74](/[CH:77]=[CH:78]/[C:79]([OH:84])([C:85]([F:87])([F:88])[F:86])[C:80]([F:83])([F:82])[F:81])=[C:73]([CH3:89])[CH:72]=3)[CH2:50][CH3:51])=[CH:56][C:57]=2[CH3:70])[CH:47]=1 |f:1.2.3.4,9.10.11|. Procedure: A solution of palladium acetate (1.4 mg, 0.00623 mmol), 2-dicyclohexylphosphino-2′,6′-dimethoxybiphenyl (5.3 mg, 0.0124 mmol) and potassium phosphate (27.6 mg, 0.1246 mmol) in water (0.020 mL) and toluene (0.100 mL) was stirred for three minutes. Then, a solution of (5-bromo-pyridin-3-yl)acetic acid methyl ester (Example 24-(2); 15.2 mg, 0.0659 mmol) and (E)-4-(4-{1-ethyl-1-[3-methyl-4-(4,4,5,5-tetramethyl-[1,3,2]dioxaborolan-2-yl)-phenyl]-propyl}-2-methyl-phenyl)-1,1,1-trifluoro-2-trifluorometh...